Dataset: the Open Reaction Database (ORD), a public repository of structured organic reaction records. Task: describe an organic reaction: reactants, conditions, products, and yield Starting materials: COC1=C(C=C(C=C1)C1=C(C=C(C=C1)C(=O)OC)C)C1=C(C=C(C=C1)C(F)(F)F)CN1C(O[C@@H]([C@@H]1C)C1=CC(=NC=C1)C)=O (methyl 4′-methoxy-2-methyl-2″-{[(4S,5R)-4-methyl-5-(2-methylpyridin-4-yl)-2-oxo-1,3-oxazolidin-3-yl]methyl}-4″-(trifluoromethyl)-1,1′:3′,1″-terphenyl-4-carboxylate), [Li+].[OH-] (LiOH), Cl (HCl). The solvent is O1CCOCC1 (1,4-dioxane), O (water). Conditions: time 4 hour. Product: COC1=C(C=C(C=C1)C1=C(C=C(C=C1)C(=O)O)C)C1=C(C=C(C=C1)C(F)(F)F)CN1C(O[C@@H]([C@@H]1C)C1=CC(=NC=C1)C)=O (4′-methoxy-2-methyl-2″-{[(4S,5R)-4-methyl-5-(2-methylpyridin-4-yl)-2-oxo-1,3-oxazolidin-3-yl]methyl}-4″-(trifluoromethyl)-1,1′:3′,1″-terphenyl-4-carboxylic acid). As a reaction SMILES: [CH3:1][O:2][C:3]1[CH:8]=[CH:7][C:6]([C:9]2[CH:14]=[CH:13][C:12]([C:15]([O:17]C)=[O:16])=[CH:11][C:10]=2[CH3:19])=[CH:5][C:4]=1[C:20]1[CH:25]=[CH:24][C:23]([C:26]([F:29])([F:28])[F:27])=[CH:22][C:21]=1[CH2:30][N:31]1[C@@H:35]([CH3:36])[C@@H:34]([C:37]2[CH:42]=[CH:41][N:40]=[C:39]([CH3:43])[CH:38]=2)[O:33][C:32]1=[O:44].[Li+].[OH-].Cl>O1CCOCC1.O>[CH3:1][O:2][C:3]1[CH:8]=[CH:7][C:6]([C:9]2[CH:14]=[CH:13][C:12]([C:15]([OH:17])=[O:16])=[CH:11][C:10]=2[CH3:19])=[CH:5][C:4]=1[C:20]1[CH:25]=[CH:24][C:23]([C:26]([F:28])([F:29])[F:27])=[CH:22][C:21]=1[CH2:30][N:31]1[C@@H:35]([CH3:36])[C@@H:34]([C:37]2[CH:42]=[CH:41][N:40]=[C:39]([CH3:43])[CH:38]=2)[O:33][C:32]1=[O:44] |f:1.2|. Procedure details: To a solution of methyl 4′-methoxy-2-methyl-2″-{[(4S,5R)-4-methyl-5-(2-methylpyridin-4-yl)-2-oxo-1,3-oxazolidin-3-yl]methyl}-4″-(trifluoromethyl)-1,1′:3′,1″-terphenyl-4-carboxylate (30.1 mg, 0.050 mmol) in 1,4-dioxane (1.5 mL) and water (1.5 mL) was added 1M aqueous LiOH (0.498 mL, 0.498 mmol). The mixture was stirred at room temperature for 4 h. The mixture was acidified with 1N HCl. The aqueous layer was extracted with EtOAc (3×). The combined organic layers were dried (Na2SO4), filtered and t... The reactants are Cl (HCl), C(C)(=O)N(CCCCOCC1=C(C(=O)OC)C(=CC=C1)C)CC1=NC2=CC=CC=C2C=C1 (Methyl 2-[4-(acetyl-quinolin-2-ylmethyl-amino)-butoxymethyl]-6-methyl-benzoate), [OH-].[Na+] (NaOH), Cl (HCl), O (water). Run in C(C)O (ethanol). Conditions: temperature 90 celsius. Yields the product C(C)(=O)N(CCCCOCC1=C(C(=O)O)C(=CC=C1)C)CC1=NC2=CC=CC=C2C=C1 (2-[4-(Acetyl-quinolin-2-ylmethyl-amino)-butoxymethyl]-6-methyl-benzoic Acid). Reaction SMILES: [C:1]([N:4]([CH2:22][C:23]1[CH:32]=[CH:31][C:30]2[C:25](=[CH:26][CH:27]=[CH:28][CH:29]=2)[N:24]=1)[CH2:5][CH2:6][CH2:7][CH2:8][O:9][CH2:10][C:11]1[CH:20]=[CH:19][CH:18]=[C:17]([CH3:21])[C:12]=1[C:13]([O:15]C)=[O:14])(=[O:3])[CH3:2].[OH-].[Na+].Cl.O>C(O)C>[C:1]([N:4]([CH2:22][C:23]1[CH:32]=[CH:31][C:30]2[C:25](=[CH:26][CH:27]=[CH:28][CH:29]=2)[N:24]=1)[CH2:5][CH2:6][CH2:7][CH2:8][O:9][CH2:10][C:11]1[CH:20]=[CH:19][CH:18]=[C:17]([CH3:21])[C:12]=1[C:13]([OH:15])=[O:14])(=[O:3])[CH3:2] |f:1.2|. Procedure details: Methyl 2-[4-(acetyl-quinolin-2-ylmethyl-amino)-butoxymethyl]-6-methyl-benzoate (375 mg, 0.86 mmol, EXAMPLE 40a) is dissolved in ethanol (7.5 mL). 10 N NaOH (860 μL, 8.6 mmol) is added, and the contents are heated to 90° C. overnight. The reaction is cooled to r.t. and 2 N HCl (4.3 mL) is added, followed by dropwise addition of 2 N HCl to adjust the pH to ˜4-6. The contents are poured into water (100 mL) and extracted with dichloromethane (3×75 mL). The organic fractions are pooled and washed wit... Reactants: CC#N, COC(=O)c1ccc(CCCl)cc1, [I-], [K+]. The product is COC(=O)c1ccc(CCI)cc1. Reaction SMILES: [CH3:16][C:17]#[N:18].[Cl:1][CH2:2][CH2:3][c:4]1[cH:5][cH:6][c:7]([C:8](=[O:9])[O:10][CH3:11])[cH:12][cH:13]1.[I-:15].[K+:14]>>[CH2:2]([CH2:3][c:4]1[cH:5][cH:6][c:7]([C:8](=[O:9])[O:10][CH3:11])[cH:12][cH:13]1)[I:15]. The reactants are [OH-].[K+] (potassium hydroxide), ice water, CC=1C=C(C=C(C1C(CC)=O)C)NC(OC(C)C)=O (Isopropyl N-(3,5-dimethyl-4-propionylphenyl)carbamate), IC (iodomethane), resultant solution. Reagents/catalysts: [Br-].C(CCC)[N+](CCCC)(CCCC)CCCC (tetra-n-butylammonium bromide). Solvent: O1CCCC1 (tetrahydrofuran). Conditions: time 12 hour. Yields the product CN(C(OC(C)C)=O)C1=CC(=C(C(=C1)C)C(CC)=O)C (isopropyl N-methyl-N-(3,5-dimethyl-4-propionylphenyl)carbamate). Isolated yield 93.8%. As a reaction SMILES: [CH3:1][C:2]1[CH:3]=[C:4]([NH:13][C:14](=[O:19])[O:15][CH:16]([CH3:18])[CH3:17])[CH:5]=[C:6]([CH3:12])[C:7]=1[C:8](=[O:11])[CH2:9][CH3:10].I[CH3:21].[OH-].[K+]>O1CCCC1.[Br-].C([N+](CCCC)(CCCC)CCCC)CCC>[CH3:21][N:13]([C:4]1[CH:5]=[C:6]([CH3:12])[C:7]([C:8](=[O:11])[CH2:9][CH3:10])=[C:2]([CH3:1])[CH:3]=1)[C:14](=[O:19])[O:15][CH:16]([CH3:18])[CH3:17] |f:2.3,5.6|. Procedure details: Isopropyl N-(3,5-dimethyl-4-propionylphenyl)carbamate (2.63 g) and iodomethane (4.30 g) were dissolved in tetrahydrofuran (10 ml). The resultant solution was dropwise added to a solution containing potassium hydroxide (1.68 g) and tetra-n-butylammonium bromide (1.0 g). After being allowed to stand at room temperature for 12 hours, the reaction mixture was poured into ice-water and extracted with toluene. The extract was washed with water, dried over magnesiunm sulfate and concentrated under redu...